Task: describe an organic reaction: reactants, conditions, products, and yield. Dataset: the Open Reaction Database (ORD), a public repository of structured organic reaction records The reactants are C[N+]1([O-])CCOCC1, CCC[N+](CCC)(CCC)CCC, CC(c1ccc(Cl)cc1Cl)C(O)c1ccc2c(cnn2-c2ccccc2)c1, ClCCl, O=[Ru](=O)(=O)[O-]. Product: CC(C(=O)c1ccc2c(cnn2-c2ccccc2)c1)c1ccc(Cl)cc1Cl. Reaction SMILES: [CH3:28][N+:29]1([O-:30])[CH2:31][CH2:32][O:33][CH2:34][CH2:35]1.[CH3:44][CH2:45][CH2:46][N+:47]([CH2:48][CH2:49][CH3:50])([CH2:51][CH2:52][CH3:53])[CH2:54][CH2:55][CH3:56].[Cl:1][c:2]1[c:3]([CH:9]([CH:10]([OH:11])[c:12]2[cH:13][c:14]3[cH:15][n:16][n:17](-[c:21]4[cH:22][cH:23][cH:24][cH:25][cH:26]4)[c:18]3[cH:19][cH:20]2)[CH3:27])[cH:4][cH:5][c:6]([Cl:8])[cH:7]1.[Cl:36][CH2:37][Cl:38].[O-:39][Ru:40](=[O:41])(=[O:42])=[O:43]>>[Cl:1][c:2]1[c:3]([CH:9]([C:10](=[O:11])[c:12]2[cH:13][c:14]3[cH:15][n:16][n:17](-[c:21]4[cH:22][cH:23][cH:24][cH:25][cH:26]4)[c:18]3[cH:19][cH:20]2)[CH3:27])[cH:4][cH:5][c:6]([Cl:8])[cH:7]1. Reactants: CC(C)(C)OC(=O)Nc1cnc(CBr)cn1, C[S-], CC(C)=O, [Na+]. Yields the product CSCc1cnc(NC(=O)OC(C)(C)C)cn1. Reaction SMILES: [C:1]([CH3:2])([CH3:3])([CH3:4])[O:5][C:6]([NH:7][c:8]1[n:9][cH:10][c:11]([CH2:14][Br:15])[n:12][cH:13]1)=[O:16].[CH3:17][S-:18].[CH3:20][C:21](=[O:22])[CH3:23].[Na+:19]>>[C:1]([CH3:2])([CH3:3])([CH3:4])[O:5][C:6]([NH:7][c:8]1[n:9][cH:10][c:11]([CH2:14][S:18][CH3:17])[n:12][cH:13]1)=[O:16]. The reactants are NCCC1=NC=CC=C1 (2-(2-aminoethyl)pyridine), C1(=CC=CC=C1)N=C=S (Phenyl isothiocyanate), O (water). Run in C(Cl)Cl (methylene chloride), C(Cl)Cl (methylene chloride). Conditions: time 15 minute. Yields the product C1(=CC=CC=C1)NC(=O)NCCC1=NC=CC=C1 (N-phenyl-N'-2-pyridylethylurea). Yield: 88.0%. As a reaction SMILES: [C:1]1([N:7]=[C:8]=S)[CH:6]=[CH:5][CH:4]=[CH:3][CH:2]=1.[NH2:10][CH2:11][CH2:12][C:13]1[CH:18]=[CH:17][CH:16]=[CH:15][N:14]=1.[OH2:19]>C(Cl)Cl>[C:1]1([NH:7][C:8]([NH:10][CH2:11][CH2:12][C:13]2[CH:18]=[CH:17][CH:16]=[CH:15][N:14]=2)=[O:19])[CH:6]=[CH:5][CH:4]=[CH:3][CH:2]=1. Procedure: Phenyl isothiocyanate (1.35 g, 10 m mol) was dissolved in 7 ml of anhydrous methylene chloride, and the solution was cooled in an ice bath. Thereto was added 1.2 g (10 m mol) of 2-(2-aminoethyl)pyridine dissolved in 3 ml of anhydrous methylene chloride. The mixture was stirred at room temperature for 15 minutes. The reaction mixture was mixed with water, followed by extraction with methylene chloride. The extract was dried with anhydrous potassium carbonate and concentrated to obtain 2.8 g of a ... Reactants: N1CCCCCC1 (azepane), BrCCCO (3-bromopropanol), [N+](=O)([O-])C1=CC=C(C=C1)O (4-nitrophenol). Yields the product N1(CCCCCC1)CCCOC1=CC=C(N)C=C1 (4-(3-azepan-1-ylpropoxy)aniline). RXN SMILES: [NH:1]1[CH2:7][CH2:6][CH2:5][CH2:4][CH2:3][CH2:2]1.Br[CH2:9][CH2:10][CH2:11][OH:12].[N+:13]([C:16]1[CH:21]=[CH:20][C:19](O)=[CH:18][CH:17]=1)([O-])=O>>[N:1]1([CH2:9][CH2:10][CH2:11][O:12][C:19]2[CH:20]=[CH:21][C:16]([NH2:13])=[CH:17][CH:18]=2)[CH2:7][CH2:6][CH2:5][CH2:4][CH2:3][CH2:2]1. Procedure details: The target compound was obtained by the method according to Example 138, using azepane, 3-bromopropanol and 4-nitrophenol as starting materials. Starting materials: [Cl-].[NH4+] (ammonium chloride), N1C=NC=C1 (imidazole), [Cl-].C(C)(C)(C)[SiH](C1=CC=CC=C1)C1=CC=CC=C1 (t-butyldiphenylsilane chloride), BrCC1(COC(OC1)(C)C)CO (5-bromomethyl-2,2-dimethyl-5-hydroxymethyl-1,3-dioxane). The solvent is CN(C=O)C (dimethylformamide). Run at temperature 25 celsius, time 5 hour. The product is BrCC1(COC(OC1)(C)C)CO[Si](C1=CC=CC=C1)(C1=CC=CC=C1)C(C)(C)C (5-bromomethyl-5-(t-butyldiphenylsiloxymethyl)-2,2-dimethyl-1,3-dioxane). Isolated yield 77.4%. RXN SMILES: [Br:1][CH2:2][C:3]1([CH2:11][OH:12])[CH2:8][O:7][C:6]([CH3:10])([CH3:9])[O:5][CH2:4]1.N1C=CN=C1.[Cl-].[C:19]([SiH:23]([C:30]1[CH:35]=[CH:34][CH:33]=[CH:32][CH:31]=1)[C:24]1[CH:29]=[CH:28][CH:27]=[CH:26][CH:25]=1)([CH3:22])([CH3:21])[CH3:20].[Cl-].[NH4+]>CN(C)C=O>[Br:1][CH2:2][C:3]1([CH2:11][O:12][Si:23]([C:19]([CH3:22])([CH3:21])[CH3:20])([C:30]2[CH:31]=[CH:32][CH:33]=[CH:34][CH:35]=2)[C:24]2[CH:29]=[CH:28][CH:27]=[CH:26][CH:25]=2)[CH2:4][O:5][C:6]([CH3:9])([CH3:10])[O:7][CH2:8]1 |f:2.3,4.5|. Procedure: 1.1 g (4.6 mmol equivalents) of 5-bromomethyl-2,2-dimethyl-5-hydroxymethyl-1,3-dioxane was dissolved in 23 mL of dimethylformamide, 626 mg (9.2 mmol equivalents) of imidazole and 1.43 mL (5.5 mmol equivalents) of t-butyldiphenylsilane chloride were added thereto, and the mixture was stirred at room temperature (25° C.) for 5 hours. After completion of the reaction, a saturated aqueous solution of ammonium chloride was added dropwise, and the mixture was extracted with ethyl acetate three times. ... The reactants are CCOC(=O)C(F)(F)Sc1ncc(Br)n1-c1ccc(C#N)c2ccccc12, C1CCOC1, CCO, [Li+], [OH-], O. Yields the product N#Cc1ccc(-n2c(Br)cnc2SC(F)(F)C(=O)O)c2ccccc12. RXN SMILES: [Br:3][c:4]1[cH:5][n:6][c:7]([S:21][C:22]([C:23](=[O:24])[O:25][CH2:26][CH3:27])([F:28])[F:29])[n:8]1-[c:9]1[cH:10][cH:11][c:12]([C:19]#[N:20])[c:13]2[cH:14][cH:15][cH:16][cH:17][c:18]12.[CH2:30]1[O:31][CH2:32][CH2:33][CH2:34]1.[CH3:35][CH2:36][OH:37].[Li+:1].[OH-:2].[OH2:38]>>[Br:3][c:4]1[cH:5][n:6][c:7]([S:21][C:22]([C:23](=[O:24])[OH:25])([F:28])[F:29])[n:8]1-[c:9]1[cH:10][cH:11][c:12]([C:19]#[N:20])[c:13]2[cH:14][cH:15][cH:16][cH:17][c:18]12. The reactants are S1C=NC2=C1C=CC=C2 (Benzothiazole), BrC=1C=CC(=C(C=O)C1)Cl (5-bromo-2-chlorobenzaldehyde). The product is S1C(=NC2=C1C=CC=C2)CC2=C(C=CC(=C2)Br)Cl (1-(Benzothiazol-2-ylmethyl)-5-bromo-2-chlorobenzene). Reaction SMILES: [S:1]1[C:5]2[CH:6]=[CH:7][CH:8]=[CH:9][C:4]=2[N:3]=[CH:2]1.[Br:10][C:11]1[CH:12]=[CH:13][C:14]([Cl:19])=[C:15]([CH:18]=1)[CH:16]=O>>[S:1]1[C:5]2[CH:6]=[CH:7][CH:8]=[CH:9][C:4]=2[N:3]=[C:2]1[CH2:16][C:15]1[CH:18]=[C:11]([Br:10])[CH:12]=[CH:13][C:14]=1[Cl:19]. Procedure details: Benzothiazole and 5-bromo-2-chlorobenzaldehyde obtained in Reference Example 16-(1) were treated in a manner similar to Reference Example 100 to give the target compound. APCI-Mass m/Z 338/340 (M+H).